Dataset: the Open Reaction Database (ORD), a public repository of structured organic reaction records. Task: describe an organic reaction: reactants, conditions, products, and yield Reactants: CC(C)([O-])C.[K+] (potassium tert-Butoxide), C(C1=CC=CC=C1)Br (benzyl bromide), OCCCSC1=CC=C(C=C1)O (4-(3-Hydroxy-propylsulfanyl)-phenol). Solvent: C(C)O (ethanol). Reaction conditions: time 8 hour. Product: C(C1=CC=CC=C1)OC1=CC=C(C=C1)SCCCO (3-(4-Benzyloxy-phenylsulfanyl)-propan-1-ol). RXN SMILES: [OH:1][CH2:2][CH2:3][CH2:4][S:5][C:6]1[CH:11]=[CH:10][C:9]([OH:12])=[CH:8][CH:7]=1.CC(C)([O-])C.[K+].[CH2:19](Br)[C:20]1[CH:25]=[CH:24][CH:23]=[CH:22][CH:21]=1>C(O)C>[CH2:19]([O:12][C:9]1[CH:10]=[CH:11][C:6]([S:5][CH2:4][CH2:3][CH2:2][OH:1])=[CH:7][CH:8]=1)[C:20]1[CH:25]=[CH:24][CH:23]=[CH:22][CH:21]=1 |f:1.2|. Procedure: 4-(3-Hydroxy-propylsulfanyl)-phenol (CAB02029, 3.686 g, 20 mmol) was dissolved in ethanol (50 mL) and potassium tert-Butoxide (2.80 g, 25 mmol) and benzyl bromide (3.0 mL, ca. 25 mmol) were added. The mixture was stirred overnight at room temperature, the precipitated potassium bromide was filtered off and the filtrate was concentrated under reduced pressure. The resulting yellow solid was dissolved in ethyl acetate (1.00 mL), the solution was washed with water (100 mL) and brine (100 mL), dried... Starting materials: CC1=CC(=C(C=C1C)N)N (4,5-dimethyl-1,2-phenylenediamine), stannous chloride, NC=1C(=C(C=CC1)NC1=CC=CC=C1)N (diamino diphenylamine), [N+](=O)([O-])C=1C=C(C=CC1Br)C(F)(F)F (3-nitro-4-bromobenzotrifluoride), biarylamine. The solvent is Cl (HCl). Product: CC1=CC2=NC3=CC=C(C=C3N=C2C=C1C)C(F)(F)F (2,3-dimethyl-7-trifluoromethylphenazine). Reaction SMILES: [CH3:1][C:2]1[C:7]([CH3:8])=[CH:6][C:5]([NH2:9])=[C:4]([NH2:10])[CH:3]=1.[N+]([C:14]1[CH:15]=[C:16]([C:21]([F:24])([F:23])[F:22])[CH:17]=[CH:18][C:19]=1Br)([O-])=O.NC1C(N)=C(NC2C=CC=CC=2)C=CC=1>Cl>[CH3:8][C:7]1[C:2]([CH3:1])=[CH:3][C:4]2[C:5](=[N:9][C:19]3[C:18]([N:10]=2)=[CH:17][C:16]([C:21]([F:24])([F:23])[F:22])=[CH:15][CH:14]=3)[CH:6]=1. Procedure: The 2,3-dimethyl-7-trifluoromethylphenazine was prepared in a 3-step process, starting with 4,5-dimethyl-1,2-phenylenediamine and 3-nitro-4-bromobenzotrifluoride. The nucleophilic substitution product being the biarylamine was then reduced with stannous chloride in conc. HCl to the diamino diphenylamine. Reactants: C(C1=CC=CC=C1)OC=1C=CC=C2C(=CNC12)C[C@@H](C)NC([C@@H](C=1C=NC=CC1)O)=O ((2R)-N-((1R)-2-(7-(benzyloxy)-1H-indol-3-yl)-1-methylethyl)-2-hydroxy-2-pyridin-3-ylacetamide), solution, Cl (hydrogen chloride). The solvent is O1CCCC1 (tetrahydrofuran), O1CCCC1 (tetrahydrofuran), CO (methanol). Run at time 30 minute. The product is C(C1=CC=CC=C1)OC=1C=CC=C2C(=CNC12)C[C@@H](C)NC[C@H](O)C=1C=NC=CC1 ((1R)-2-(((1R)-2-(7-(Benzyloxy)-1H-indol-3-yl)-1-methylethyl)amino)-1-pyridin-3-ylethanol). Yield: 67.6%. RXN SMILES: [CH2:1]([O:8][C:9]1[CH:10]=[CH:11][CH:12]=[C:13]2[C:17]=1[NH:16][CH:15]=[C:14]2[CH2:18][C@H:19]([NH:21][C:22](=O)[C@H:23]([OH:30])[C:24]1[CH:25]=[N:26][CH:27]=[CH:28][CH:29]=1)[CH3:20])[C:2]1[CH:7]=[CH:6][CH:5]=[CH:4][CH:3]=1.Cl>O1CCCC1.CO>[CH2:1]([O:8][C:9]1[CH:10]=[CH:11][CH:12]=[C:13]2[C:17]=1[NH:16][CH:15]=[C:14]2[CH2:18][C@H:19]([NH:21][CH2:22][C@@H:23]([C:24]1[CH:25]=[N:26][CH:27]=[CH:28][CH:29]=1)[OH:30])[CH3:20])[C:2]1[CH:7]=[CH:6][CH:5]=[CH:4][CH:3]=1. Procedure details: To a solution of (2R)-N-((1R)-2-(7-(benzyloxy)-1H-indol-3-yl)-1-methylethyl)-2-hydroxy-2-pyridin-3-ylacetamide (283 mg, 0.681 mmol) in tetrahydrofuran (15 mL) is added a 2M solution of boranedimethyl sulfide complex in tetrahydrofuran (2.04 mL, 4.09 mmol), and the mixture is refluxed for 3 hours. To the reaction solution is added a 10% hydrogen chloride solution in methanol (30 mL), and the mixture is stirred for 30 minutes. The solvent is evaporated, and the residue is separated into a saturate... Starting materials: BrC1=CC=C(C2=CC=CC=C12)O (4-bromo-1-naphthol), C([O-])([O-])=O.[K+].[K+] (potassium carbonate), BrC(C)C (2-bromopropane). Solvent: CN(C)C=O (DMF). Product: C(C)(C)OC1=CC=C(C2=CC=CC=C12)Br (4-isopropoxy-1-bromonaphthalene). As a reaction SMILES: [Br:1][C:2]1[C:11]2[C:6](=[CH:7][CH:8]=[CH:9][CH:10]=2)[C:5]([OH:12])=[CH:4][CH:3]=1.C(=O)([O-])[O-].[K+].[K+].Br[CH:20]([CH3:22])[CH3:21]>CN(C=O)C>[CH:20]([O:12][C:5]1[C:6]2[C:11](=[CH:10][CH:9]=[CH:8][CH:7]=2)[C:2]([Br:1])=[CH:3][CH:4]=1)([CH3:22])[CH3:21] |f:1.2.3|. Procedure: The following is an adaptation of the method of Bringmann. A solution containing 4-bromo-1-naphthol (10.0 g, 0.045 mol), potassium carbonate (31 g, 0.224 mol), and 2-bromopropane (27.6 g, 0.224 mol) in DMF was heated at reflux for 1 h under a nitrogen atmosphere. The mixture was cooled to room temperature and the solvent was removed under reduced pressure. The resultant residue was subjected to silica gel chromatography using a 50% ethyl acetate-hexane mixture as the eluent to provide 4-isopropo... Starting materials: C1COCCO1, C1CC2CC1CC2PC1CC2CCC1C2, CC1CN(Cc2cnc(-c3cc(Cl)cc4c3cnn4S(=O)(=O)c3ccccc3)o2)CC(C)O1, CN(C)c1ccccc1-c1ccccc1[Pd]Cl, COc1ncc(B2OC(C)(C)C(C)(C)O2)cc1NS(=O)(=O)c1ccc(F)cc1F, O. The product is COc1ncc(-c2cc(-c3ncc(CN4CC(C)OC(C)C4)o3)c3cnn(S(=O)(=O)c4ccccc4)c3c2)cc1NS(=O)(=O)c1ccc(F)cc1F. RXN SMILES: [CH2:64]1[O:65][CH2:66][CH2:67][O:68][CH2:69]1.[CH:70]12[CH2:71][CH:72]([CH2:73][CH2:74]1)[CH2:75][CH:76]2[PH:77][CH:78]1[CH2:79][CH:80]2[CH2:81][CH:82]1[CH2:83][CH2:84]2.[Cl:1][c:2]1[cH:3][c:4](-[c:20]2[o:21][c:22]([CH2:25][N:26]3[CH2:27][CH:28]([CH3:33])[O:29][CH:30]([CH3:32])[CH2:31]3)[cH:23][n:24]2)[c:5]2[cH:6][n:7][n:8]([S:11](=[O:12])(=[O:13])[c:14]3[cH:15][cH:16][cH:17][cH:18][cH:19]3)[c:9]2[cH:10]1.[Cl:85][Pd:86][c:87]1[cH:88][cH:89][cH:90][cH:91][c:92]1-[c:93]1[cH:94][cH:95][cH:96][cH:97][c:98]1[N:99]([CH3:100])[CH3:101].[F:34][c:35]1[c:36]([S:42](=[O:43])(=[O:44])[NH:45][c:46]2[c:47]([O:61][CH3:62])[n:48][cH:49][c:50]([B:52]3[O:53][C:54]([CH3:55])([CH3:56])[C:57]([CH3:58])([CH3:59])[O:60]3)[cH:51]2)[cH:37][cH:38][c:39]([F:41])[cH:40]1.[OH2:63]>>[c:2]1(-[c:50]2[cH:49][n:48][c:47]([O:61][CH3:62])[c:46]([NH:45][S:42]([c:36]3[c:35]([F:34])[cH:40][c:39]([F:41])[cH:38][cH:37]3)(=[O:43])=[O:44])[cH:51]2)[cH:3][c:4](-[c:20]2[o:21][c:22]([CH2:25][N:26]3[CH2:27][CH:28]([CH3:33])[O:29][CH:30]([CH3:32])[CH2:31]3)[cH:23][n:24]2)[c:5]2[cH:6][n:7][n:8]([S:11](=[O:12])(=[O:13])[c:14]3[cH:15][cH:16][cH:17][cH:18][cH:19]3)[c:9]2[cH:10]1. Reaction SMILES: [Cl:12][c:13]1[cH:14][cH:15][cH:16][c:17]2[c:18]1[CH2:19][N:20]([S:24](=[O:25])(=[O:26])[CH3:27])[CH2:21][CH2:22][S:23]2.[Cl:28][CH2:29][Cl:30].[OH:1][O:2][C:3]([c:4]1[cH:5][c:6]([Cl:7])[cH:8][cH:9][cH:10]1)=[O:11]>>[O:1]=[S:23]1[c:17]2[cH:16][cH:15][cH:14][c:13]([Cl:12])[c:18]2[CH2:19][N:20]([S:24](=[O:25])(=[O:26])[CH3:27])[CH2:21][CH2:22]1. Starting materials: CS(=O)(=O)N1CCSc2cccc(Cl)c2C1, ClCCl, O=C(OO)c1cccc(Cl)c1. Product: CS(=O)(=O)N1CCS(=O)c2cccc(Cl)c2C1. Reactants: ClC=1C=C(CN2CCN(CC2)C2=C(C=CC=C2)N)C=CC1Cl (2-[4-(3,4-dichlorobenzyl)-piperazin-1-yl]-phenylamine), CC1=CC=C(C(=O)Cl)C=C1 (4-methylbenzoyl chloride). The solvent is C(C)N(CC)CC (triethylamine), ClCCl (dichloromethane). The product is ClC=1C=C(CN2CCN(CC2)C2=C(C=CC=C2)NC(C2=CC=C(C=C2)C)=O)C=CC1Cl (N-{2-[4-(3,4-dichloro-benzyl)-piperazin-1-yl]-phenyl}-4-methyl-benzamide). RXN SMILES: [Cl:1][C:2]1[CH:3]=[C:4]([CH:19]=[CH:20][C:21]=1[Cl:22])[CH2:5][N:6]1[CH2:11][CH2:10][N:9]([C:12]2[CH:17]=[CH:16][CH:15]=[CH:14][C:13]=2[NH2:18])[CH2:8][CH2:7]1.[CH3:23][C:24]1[CH:32]=[CH:31][C:27]([C:28](Cl)=[O:29])=[CH:26][CH:25]=1>C(N(CC)CC)C.ClCCl>[Cl:1][C:2]1[CH:3]=[C:4]([CH:19]=[CH:20][C:21]=1[Cl:22])[CH2:5][N:6]1[CH2:7][CH2:8][N:9]([C:12]2[CH:17]=[CH:16][CH:15]=[CH:14][C:13]=2[NH:18][C:28](=[O:29])[C:27]2[CH:31]=[CH:32][C:24]([CH3:23])=[CH:25][CH:26]=2)[CH2:10][CH2:11]1. Procedure: 2-[4-(3,4-dichlorobenzyl)-piperazin-1-yl]-phenylamine (45 mg) was dissolved in a solution of triethylamine in dichloromethane (3 mL, 0.29 M in triethylamine). This solution was added to a test tube containing 4-methylbenzoyl chloride (55 mg). After standing at ambient temperature for several days, the reaction was directly passed through a small pad of silica and eluted with 10% ethyl acetate in hexanes, then with 50% ethyl acetate in hexanes. Solvent removal left 10.7 mg of the product: MS m/z ...